Dataset: the Open Reaction Database (ORD), a public repository of structured organic reaction records. Task: describe an organic reaction: reactants, conditions, products, and yield Reactants: NC=1C=CC(=C(C(=O)O)C1)O (5-Amino-2-hydroxybenzoic acid), S(O)(O)(=O)=O (sulfuric acid), CO (MeOH). Product: NC=1C=CC(=C(C(=O)OC)C1)O (methyl 5-amino-2-hydroxybenzoate). The yield is 89.0%. As a reaction SMILES: [NH2:1][C:2]1[CH:3]=[CH:4][C:5]([OH:11])=[C:6]([CH:10]=1)[C:7]([OH:9])=[O:8].S(=O)(=O)(O)O.[CH3:17]O>>[NH2:1][C:2]1[CH:3]=[CH:4][C:5]([OH:11])=[C:6]([CH:10]=1)[C:7]([O:9][CH3:17])=[O:8]. Procedure details: 5-Amino-2-hydroxybenzoic acid (10 g, 65.3 mmol) was suspended in MeOH (150 ml), and aqueous 96% sulfuric acid (12 ml, 225 mmol) was added drop wise. The mixture was heated to reflux for 96 hours. After cooling to RT, the solvent was partially removed under vacuum; the remaining solution was basified with NaHCO3 5% and extracted with EtOAc. The organic layer was washed with brine and dried over Na2SO4. The solvent was evaporated under vacuum affording methyl 5-amino-2-hydroxybenzoate as a solid (... Reactants: COC=1C=C(CCl)C=C(C1OC)OC (3,4,5-trimethoxybenzyl chloride), O (H2O), N1CCNCC1 (piperazine), N1CCNCC1 (piperazine). Run in C(C)O (ethanol), C(C)O (ethanol), C(C)O (ethanol). Conditions: time 30 minute. Product: Cl (hydrochloride), COC=1C=C(CN2CCNCC2)C=C(C1OC)OC (1-(3,4,5-Trimethoxybenzyl)piperazine). RXN SMILES: [NH:1]1[CH2:6][CH2:5][NH:4][CH2:3][CH2:2]1.O.[CH3:8][O:9][C:10]1[CH:11]=[C:12]([CH:15]=[C:16]([O:20][CH3:21])[C:17]=1[O:18][CH3:19])[CH2:13][Cl:14]>C(O)C>[ClH:14].[CH3:21][O:20][C:16]1[CH:15]=[C:12]([CH:11]=[C:10]([O:9][CH3:8])[C:17]=1[O:18][CH3:19])[CH2:13][N:1]1[CH2:6][CH2:5][NH:4][CH2:3][CH2:2]1. Procedure: A mixture of 4.48 g of piperazine (6 hydrates) and 10 ml of ethanol was warmed at 65°-70° C. to give a homogeneous solution. To the solution were added 4.09 g of piperazine?2HCl H2O and 5 ml of ethanol. At the same temperature, 5.0 g of 3,4,5-trimethoxybenzyl chloride and 15 ml of ethanol were further added at once. The resulting mixture was stirred at 65°-70° C. for additional 30 min. and then chilled with ice. A precipitated insoluble was removed by filtration, and the resulting mother liquer ... Reactants: CCOC(C)=O, O=C1OC(C2CCCCC2)(C2CCCCC2)C2CN(C(c3ccccc3)(c3ccccc3)c3ccccc3)CCN12, Cl, C1CCOC1. The product is O=C1OC(C2CCCCC2)(C2CCCCC2)C2CNCCN12. RXN SMILES: [C:42]([O:43][CH2:44][CH3:45])(=[O:46])[CH3:47].[CH:1]1([C:7]2([CH:36]3[CH2:37][CH2:38][CH2:39][CH2:40][CH2:41]3)[O:8][C:9](=[O:35])[N:10]3[CH:11]2[CH2:12][N:13]([C:16]([c:17]2[cH:18][cH:19][cH:20][cH:21][cH:22]2)([c:23]2[cH:24][cH:25][cH:26][cH:27][cH:28]2)[c:29]2[cH:30][cH:31][cH:32][cH:33][cH:34]2)[CH2:14][CH2:15]3)[CH2:2][CH2:3][CH2:4][CH2:5][CH2:6]1.[ClH:48].[O:49]1[CH2:50][CH2:51][CH2:52][CH2:53]1>>[CH:1]1([C:7]2([CH:36]3[CH2:37][CH2:38][CH2:39][CH2:40][CH2:41]3)[O:8][C:9](=[O:35])[N:10]3[CH:11]2[CH2:12][NH:13][CH2:14][CH2:15]3)[CH2:2][CH2:3][CH2:4][CH2:5][CH2:6]1. The reactants are C(C)(C)(C)OC(NC1=C(C=CC(=C1)C(F)(F)F)C1=NC=NC(=C1)OC=1C=CC=C2C=CC(=NC12)N)=O ({2-[6-(2-amino-quinolin-8-yloxy)-pyrimidin-4-yl]-5-trifluoromethyl-phenyl}-carbamic acid tert-butyl ester), Cl (HCl). Solvent: O1CCOCC1 (dioxane). Reaction conditions: time 16 hour. Product: NC1=C(C=CC(=C1)C(F)(F)F)C1=CC(=NC=N1)OC=1C=CC=C2C=CC(=NC12)N (8-[6-(2-Amino-4-trifluoromethyl-phenyl)-pyrimidin-4-yloxy]-quinolin-2-ylamine). RXN SMILES: C(OC(=O)[NH:7][C:8]1[CH:13]=[C:12]([C:14]([F:17])([F:16])[F:15])[CH:11]=[CH:10][C:9]=1[C:18]1[CH:23]=[C:22]([O:24][C:25]2[CH:26]=[CH:27][CH:28]=[C:29]3[C:34]=2[N:33]=[C:32]([NH2:35])[CH:31]=[CH:30]3)[N:21]=[CH:20][N:19]=1)(C)(C)C.Cl>O1CCOCC1>[NH2:7][C:8]1[CH:13]=[C:12]([C:14]([F:16])([F:17])[F:15])[CH:11]=[CH:10][C:9]=1[C:18]1[N:19]=[CH:20][N:21]=[C:22]([O:24][C:25]2[CH:26]=[CH:27][CH:28]=[C:29]3[C:34]=2[N:33]=[C:32]([NH2:35])[CH:31]=[CH:30]3)[CH:23]=1. Procedure: To {2-[6-(2-amino-quinolin-8-yloxy)-pyrimidin-4-yl]-5-trifluoromethyl-phenyl}-carbamic acid tert-butyl ester, (Example 148), (0.10 g, 0.20 mmol) was added 4 M HCl in dioxane (15 mL). The reaction mixture was stirred for 16 h and then concentrated in vacuum. The residue was dissolved in EtOAc (20 mL) and washed with NaHCO3 (2×50 mL), dried over Na2SO4, filtered and concentrated in vacuum. Purification by silica gel chromatography (2:1, EtOAc: hexanes) afforded the title compound as thick yellow o... Reactants: COC(=O)[C@H]1N(CC[C@H]1OC(C1=CC=CC=C1)=O)C(=O)OC(C)(C)C ((2S,3R)-N-tert-Butoxycarbonyl-3-benzoyloxy-2-pyrrolidinecarboxylic acid methyl ester), solution, [OH-].[K+] (KOH). Run in CO (MeOH), CO (MeOH). The product is COC(=O)[C@H]1N(CC[C@H]1O)C(=O)OC(C)(C)C ((2S,3R)-N-tert-Butoxycarbonyl-3-hydroxy-2-pyrrolidinecarboxylic acid methyl ester). Isolated yield 98.2%. Reaction SMILES: [CH3:1][O:2][C:3]([C@@H:5]1[C@H:9]([O:10]C(=O)C2C=CC=CC=2)[CH2:8][CH2:7][N:6]1[C:19]([O:21][C:22]([CH3:25])([CH3:24])[CH3:23])=[O:20])=[O:4].[OH-].[K+]>CO>[CH3:1][O:2][C:3]([C@@H:5]1[C@H:9]([OH:10])[CH2:8][CH2:7][N:6]1[C:19]([O:21][C:22]([CH3:25])([CH3:24])[CH3:23])=[O:20])=[O:4] |f:1.2|. Procedure: To a solution of 7B (18 g, 51.5 mmol) in anhydrous MeOH (360 mL) at RT was slowly added a freshly prepared 1N solution of KOH in anhydrous MeOH (77 mL, 77 mmol) in portions. The mixture was stirred at RT until the reaction was completed (about 1 hour). The reaction was cooled at 0° C., then quenched by slow addition of 1N aqueous HCl (77 mL). The mixture was concentrated under reduced pressure to remove most of the MeOH solvent, and the remaining mixture partitioned between water and EtOAc. The ... Reactants: O=C([O-])O, COCCl, CCN(C(C)C)C(C)C, [Na+], C1CCOC1, CCOC(=O)c1cn(C(=O)OC(C)(C)C)nc1O. Product: CCOC(=O)c1cn(C(=O)OC(C)(C)C)nc1OCOC. Reaction SMILES: [C:32](=[O:33])([O-:34])[OH:35].[CH3:19][O:20][CH2:21][Cl:22].[CH:23]([N:24]([CH2:25][CH3:26])[CH:27]([CH3:28])[CH3:29])([CH3:30])[CH3:31].[Na+:36].[O:37]1[CH2:38][CH2:39][CH2:40][CH2:41]1.[OH:1][c:2]1[n:3][n:4]([C:12](=[O:13])[O:14][C:15]([CH3:16])([CH3:17])[CH3:18])[cH:5][c:6]1[C:7](=[O:8])[O:9][CH2:10][CH3:11]>>[O:1]([c:2]1[n:3][n:4]([C:12](=[O:13])[O:14][C:15]([CH3:16])([CH3:17])[CH3:18])[cH:5][c:6]1[C:7](=[O:8])[O:9][CH2:10][CH3:11])[CH2:21][O:20][CH3:19]. Starting materials: CCN=C=NCCCN(C)C, CN(C)C=O, CCN(C(C)C)C(C)C, Cl, Nc1ncnc2c1c(-c1ccc(Oc3ccccc3)cc1)nn2C1CNC1, [Na+], On1nnc2cccnc21, O=C([O-])Cc1c[nH]cn1. Yields the product Nc1ncnc2c1c(-c1ccc(Oc3ccccc3)cc1)nn2C1CN(C(=O)Cc2c[nH]cn2)C1. Reaction SMILES: [CH3:39][N:40]([CH3:41])[CH2:42][CH2:43][CH2:44][N:45]=[C:46]=[N:47][CH2:48][CH3:49].[CH3:69][N:70]([CH3:71])[CH:72]=[O:73].[CH:50]([N:51]([CH2:52][CH3:53])[CH:54]([CH3:55])[CH3:56])([CH3:57])[CH3:58].[ClH:38].[NH:1]1[CH2:2][CH:3]([n:5]2[n:6][c:7](-[c:15]3[cH:16][cH:17][c:18]([O:21][c:22]4[cH:23][cH:24][cH:25][cH:26][cH:27]4)[cH:19][cH:20]3)[c:8]3[c:9]2[n:10][cH:11][n:12][c:13]3[NH2:14])[CH2:4]1.[Na+:37].[OH:59][n:60]1[c:61]2[n:62][cH:63][cH:64][cH:65][c:66]2[n:67][n:68]1.[nH:28]1[cH:29][n:30][c:31]([CH2:33][C:34](=[O:35])[O-:36])[cH:32]1>>[N:1]1([C:34]([CH2:33][c:31]2[n:30][cH:29][nH:28][cH:32]2)=[O:35])[CH2:2][CH:3]([n:5]2[n:6][c:7](-[c:15]3[cH:16][cH:17][c:18]([O:21][c:22]4[cH:23][cH:24][cH:25][cH:26][cH:27]4)[cH:19][cH:20]3)[c:8]3[c:9]2[n:10][cH:11][n:12][c:13]3[NH2:14])[CH2:4]1.